From a dataset of the Open Reaction Database (ORD), a public repository of structured organic reaction records. describe an organic reaction: reactants, conditions, products, and yield Starting materials: C1CCOC1, [N-]=[N+]=Nc1cc(Oc2ccc(NC(=O)Nc3ccc(CN4CCCCC4)c(C(F)(F)F)c3)cc2)ncn1. The product is Nc1cc(Oc2ccc(NC(=O)Nc3ccc(CN4CCCCC4)c(C(F)(F)F)c3)cc2)ncn1. RXN SMILES: [CH2:38]1[O:39][CH2:40][CH2:41][CH2:42]1.[N:1](=[N+:2]=[N-:3])[c:4]1[n:5][cH:6][n:7][c:8]([O:10][c:11]2[cH:12][cH:13][c:14]([NH:17][C:18](=[O:19])[NH:20][c:21]3[cH:22][c:23]([C:34]([F:35])([F:36])[F:37])[c:24]([CH2:27][N:28]4[CH2:29][CH2:30][CH2:31][CH2:32][CH2:33]4)[cH:25][cH:26]3)[cH:15][cH:16]2)[cH:9]1>>[NH2:1][c:4]1[n:5][cH:6][n:7][c:8]([O:10][c:11]2[cH:12][cH:13][c:14]([NH:17][C:18](=[O:19])[NH:20][c:21]3[cH:22][c:23]([C:34]([F:35])([F:36])[F:37])[c:24]([CH2:27][N:28]4[CH2:29][CH2:30][CH2:31][CH2:32][CH2:33]4)[cH:25][cH:26]3)[cH:15][cH:16]2)[cH:9]1. Starting materials: C(C1=CC=CC=C1)OC\C=C/C[C@H](C(=O)N1C(OC[C@@H]1C(C)C)=O)OC1=CC(=C(C=C1)F)C ((S)-3-((R,Z)-6-(benzyloxy)-2-(4-fluoro-3-methylphenoxy)hex-4-enoyl)-4-isopropyloxazolidin-2-one). Reagents/catalysts: [Pd] (Pd/C). The solvent is CCO (EtOH). Conditions: time 3 hour. Product: FC1=C(C=C(O[C@@H](C(=O)N2C(OC[C@@H]2C(C)C)=O)CCCCO)C=C1)C ((S)-3-((R)-2-(4-Fluoro-3-methylphenoxy)-6-hydroxyhexanoyl)-4-isopropyloxazolidin-2-one). RXN SMILES: C([O:8][CH2:9]/[CH:10]=[CH:11]\[CH2:12][C@@H:13]([O:25][C:26]1[CH:31]=[CH:30][C:29]([F:32])=[C:28]([CH3:33])[CH:27]=1)[C:14]([N:16]1[C@@H:20]([CH:21]([CH3:23])[CH3:22])[CH2:19][O:18][C:17]1=[O:24])=[O:15])C1C=CC=CC=1>[Pd].CCO>[F:32][C:29]1[CH:30]=[CH:31][C:26]([O:25][C@H:13]([CH2:12][CH2:11][CH2:10][CH2:9][OH:8])[C:14]([N:16]2[C@@H:20]([CH:21]([CH3:23])[CH3:22])[CH2:19][O:18][C:17]2=[O:24])=[O:15])=[CH:27][C:28]=1[CH3:33]. Procedure: (S)-3-((R,Z)-6-(benzyloxy)-2-(4-fluoro-3-methylphenoxy)hex-4-enoyl)-4-isopropyloxazolidin-2-one (250 mg, 0.54 mmol) was dissolved into 5 mL EtOH and to it added 10% Pd/C (250 mg). The solution was saturated with H2 (stream of H2 bubbled through solution) and then stirred for 3 h at room temperature under an atmosphere of hydrogen balloon. The mixture was filtered through a bed of Celite and rinsed with ethyl acetate. The solvent was removed under reduced pressure and the crude product used direc... The reactants are O1CCOCC1 (Dioxane), aqueous solution, [OH-].[Na+] (sodium hydroxide), C(C)(=O)OC1=C(C(=O)NC2=C(C(=O)OC(C)(C)C)C=CC(=C2)C2=C(C=CC=C2)OC)C=C(C=C1)N1CCCCC1 (tert-butyl 2-(2-acetoxy-5-(piperidin-1-yl)benzamido)-4-(2-methoxyphenyl)benzoate), aqueous solution, C(CC(O)(C(=O)O)CC(=O)O)(=O)O (citric acid). Run in C(C)(=O)OCC (ethyl acetate). Conditions: temperature 52.5 celsius, time 2 hour. The product is OC1=C(C(=O)NC2=C(C(=O)OC(C)(C)C)C=CC(=C2)C2=C(C=CC=C2)OC)C=C(C=C1)N1CCCCC1 (tert-butyl 2-(2-hydroxy-5-(piperidin-1-yl)benzamido)-4-(2-methoxyphenyl)benzoate). Isolated yield 24.6%. Reaction SMILES: O1CCOCC1.[OH-].[Na+].C([O:12][C:13]1[CH:42]=[CH:41][C:40]([N:43]2[CH2:48][CH2:47][CH2:46][CH2:45][CH2:44]2)=[CH:39][C:14]=1[C:15]([NH:17][C:18]1[CH:30]=[C:29]([C:31]2[CH:36]=[CH:35][CH:34]=[CH:33][C:32]=2[O:37][CH3:38])[CH:28]=[CH:27][C:19]=1[C:20]([O:22][C:23]([CH3:26])([CH3:25])[CH3:24])=[O:21])=[O:16])(=O)C.C(O)(=O)CC(CC(O)=O)(C(O)=O)O>C(OCC)(=O)C>[OH:12][C:13]1[CH:42]=[CH:41][C:40]([N:43]2[CH2:48][CH2:47][CH2:46][CH2:45][CH2:44]2)=[CH:39][C:14]=1[C:15]([NH:17][C:18]1[CH:30]=[C:29]([C:31]2[CH:36]=[CH:35][CH:34]=[CH:33][C:32]=2[O:37][CH3:38])[CH:28]=[CH:27][C:19]=1[C:20]([O:22][C:23]([CH3:25])([CH3:24])[CH3:26])=[O:21])=[O:16] |f:1.2|. Reported procedure: Dioxane (4.0 mL) and a 4 mol/L aqueous solution of sodium hydroxide (0.25 mL) were added to the obtained tert-butyl 2-(2-acetoxy-5-(piperidin-1-yl)benzamido)-4-(2-methoxyphenyl)benzoate (0.11 g), followed by stirring at 50 to 55° C. for 2 hours. The reaction mixture was cooled to room temperature, and a 10% aqueous solution of citric acid and ethyl acetate were added thereto. The organic layer was separated, washed with a saturated aqueous solution of sodium chloride, and dried over anhydrous ma...